This data is from the Open Reaction Database (ORD), a public repository of structured organic reaction records. The task is: describe an organic reaction: reactants, conditions, products, and yield Starting materials: BrC=1C=C(C=CC1)CCC(=O)N (3-(3-bromophenyl)propionamide), solution. Run in C1CCOC1 (THF), C1CCOC1 (THF). Reaction conditions: time 18 hour. Yields the product BrC=1C=C(C=CC1)CCCN (3-(3-bromophenyl)propan-1-amine). Reaction SMILES: [Br:1][C:2]1[CH:3]=[C:4]([CH2:8][CH2:9][C:10]([NH2:12])=O)[CH:5]=[CH:6][CH:7]=1>C1COCC1>[Br:1][C:2]1[CH:3]=[C:4]([CH2:8][CH2:9][CH2:10][NH2:12])[CH:5]=[CH:6][CH:7]=1. Procedure details: To a solution of 3-(3-bromophenyl)propionamide (94) (4.5 g, 19.7 mmol) in THF (50 ml) under argon was added BH3-THF complex (39.4 mL of a 1.0 M solution in THF, 39.4 mmol) and the mixture was stirred at room temperature for 18 h. The reaction was quenched with the cautious addition of 6 M HCl to pH 1. After stirring 4 h the solution was adjusted to pH>10 with the addition of 50% aqueous NaOH. This aqueous solution was extracted with EtOAc. The combined organics were washed with brine, dried over... Reactants: C1C(O1)CO (glycidol), C(C)(C)N (isopropylamine). Reaction conditions: time 8 hour. Yields the product C(C)(C)NCC(CO)O (3-(Isopropylamino)-1,2-propanediol). The yield is 79.6%. As a reaction SMILES: [CH2:1]1[O:3][CH:2]1[CH2:4][OH:5].[CH:6]([NH2:9])([CH3:8])[CH3:7]>>[CH:6]([NH:9][CH2:1][CH:2]([OH:3])[CH2:4][OH:5])([CH3:8])[CH3:7]. Procedure details: A mixture of 37 g (0.5 mole) of glycidol and 35.4 g (0.6 mole) of isopropylamine was stirred at 25° overnight. Excess isopropylamine was evaporated in vacuo and the mixture was distilled to give 53 g of product: b.p. 80° C./0.1 mm Hg. The NMR and IR spectra were consistent with the assigned structure and the elemental analysis was consistent with the empirical formula C6H15O2N. The reactants are OCCNCCNCCO (N,N'-Bis(2-hydroxyethyl)ethylenediamine), C(CCCCCCCCCCC)(=O)Cl (dodecanoyl chloride), pure product. Yields the product OCCNCCN(C(CCCCCCCCCCC)=O)CCO (N-[2-(2-hydroxyethyl)aminoethyl]-N-(2-hydroxyethyl) dodecanamide). RXN SMILES: [OH:1][CH2:2][CH2:3][NH:4][CH2:5][CH2:6][NH:7][CH2:8][CH2:9][OH:10].[C:11](Cl)(=[O:23])[CH2:12][CH2:13][CH2:14][CH2:15][CH2:16][CH2:17][CH2:18][CH2:19][CH2:20][CH2:21][CH3:22]>>[OH:1][CH2:2][CH2:3][NH:4][CH2:5][CH2:6][N:7]([CH2:8][CH2:9][OH:10])[C:11](=[O:23])[CH2:12][CH2:13][CH2:14][CH2:15][CH2:16][CH2:17][CH2:18][CH2:19][CH2:20][CH2:21][CH3:22]. Reported procedure: 5.3 g of N,N'-Bis(2-hydroxyethyl)ethylenediamine and 3.0 g of dodecanoyl chloride were reacted together following the procedure under Example 3. This provided 3.3 g of pure product, m.p. 94° C. Reactants: CN(C)C=O (DMF), O=P(Cl)(Cl)Cl (POCl3), N=1C=CN2C1C=CC(=C2)CC2=CN=C1N2N=C(C=C1)C=1C=NN(C1)C (3-Imidazo[1,2-a]pyridin-6-ylmethyl-6-(1-methyl-1H-pyrazol-4-yl)-imidazo[1,2-b]pyridazine). The solvent is O (water). Reaction conditions: time 10 minute. Product: CN1N=CC(=C1)C=1C=CC=2N(N1)C(=CN2)CC=2C=CC=1N(C2)C(=CN1)C=O (6-[6-(1-Methyl-1H-pyrazol-4-yl)-imidazo[1,2-b]pyridazin-3-ylmethyl]-imidazo[1,2-a]pyridine-3-carbaldehyde). As a reaction SMILES: CN([CH:4]=[O:5])C.O=P(Cl)(Cl)Cl.[N:11]1[CH:12]=[CH:13][N:14]2[CH:19]=[C:18]([CH2:20][C:21]3[N:25]4[N:26]=[C:27]([C:30]5[CH:31]=[N:32][N:33]([CH3:35])[CH:34]=5)[CH:28]=[CH:29][C:24]4=[N:23][CH:22]=3)[CH:17]=[CH:16][C:15]=12>O>[CH3:35][N:33]1[CH:34]=[C:30]([C:27]2[CH:28]=[CH:29][C:24]3[N:25]([C:21]([CH2:20][C:18]4[CH:17]=[CH:16][C:15]5[N:14]([C:13]([CH:4]=[O:5])=[CH:12][N:11]=5)[CH:19]=4)=[CH:22][N:23]=3)[N:26]=2)[CH:31]=[N:32]1. Procedure details: DMF (2 mL) was cooled down to 0° C. and then POCl3 (0.130 mL, 1.397 mmol) was added slowly. The solution was stirred for 10 min then it was warmed up to rt and the 3-(imidazo[1,2-a]pyridin-6-ylmethyl)-6-(1-methyl-1H-pyrazol-4-yl)imidazo[1,2-b]pyridazine (Example 10, 200 mg, 0.607 mmol) was introduced. The RM was warmed up to 120° C. and stirred for 2 h. It was cooled down to rt and water was added. It was extracted twice with EtOAc. Combined organic layers was washed with brine and dried over Na... Starting materials: O1CC1CC (1,2-epoxybutane), FC(C=1C=C(C=CC1)O)(F)F (3-trifluoromethylphenol), O1CC1CC (1,2-epoxybutane), [OH-].[K+] (potassium hydroxide). Solvent: O (water). Reaction conditions: temperature 65 celsius, time 4 hour. Yields the product FC(C=1C=C(OCC(CC)O)C=CC1)(F)F (1-(3-Trifluoromethylphenoxy)-2-butanol). Isolated yield 95.5%. As a reaction SMILES: [F:1][C:2]([F:11])([F:10])[C:3]1[CH:4]=[C:5]([OH:9])[CH:6]=[CH:7][CH:8]=1.[O:12]1[CH:14]([CH2:15][CH3:16])[CH2:13]1.[OH-].[K+]>O>[F:1][C:2]([F:10])([F:11])[C:3]1[CH:4]=[C:5]([CH:6]=[CH:7][CH:8]=1)[O:9][CH2:13][CH:14]([OH:12])[CH2:15][CH3:16] |f:2.3|. Reported procedure: A mixture of 3-trifluoromethylphenol (75 ml, 0.617 moles), 1,2-epoxybutane (58 ml, 0.617 moles), potassium hydroxide pellets (86%, 0.062 moles), and water (100 ml) were heated with stirring at 65° C. for four hours. At this point more 1,2-epoxybutane (58 ml, 0.617 moles) was added and stirring at 65° C. continued overnight. The reaction was allowed to cool to room temperature and the lower phase taken off and the upper phase extracted with methylene chloride (2×100 ml). The organic phases were c...